From a dataset of the Open Reaction Database (ORD), a public repository of structured organic reaction records. describe an organic reaction: reactants, conditions, products, and yield Reactants: CC1C2C(CCN2Cc2ccccc2)CN1C, CCO. Product: CC1C2NCCC2CN1C. Reaction SMILES: [CH2:1]([c:2]1[cH:3][cH:4][cH:5][cH:6][cH:7]1)[N:8]1[CH:9]2[CH:10]([CH3:17])[N:11]([CH3:16])[CH2:12][CH:13]2[CH2:14][CH2:15]1.[CH3:18][CH2:19][OH:20]>>[NH:8]1[CH:9]2[CH:10]([CH3:17])[N:11]([CH3:16])[CH2:12][CH:13]2[CH2:14][CH2:15]1. Product: COC=1C=C(C=CC1OC)[C@@H]([C@H](NCC(OC)OC)C1=CC(=C(C=C1)OC)OC)O (rel-(1S,2R)-1,2-bis(3',4'-dimethoxyphenyl)-2-[(2",2"-dimethoxyethyl)amino]ethanol). As a reaction SMILES: [CH3:1][O:2][C:3]1[CH:4]=[C:5]([CH:11]2[O:23][CH:12]2[C:13]2[CH:18]=[CH:17][C:16]([O:19][CH3:20])=[C:15]([O:21][CH3:22])[CH:14]=2)[CH:6]=[CH:7][C:8]=1[O:9][CH3:10].[CH3:24][O:25][CH:26]([O:29][CH3:30])[CH2:27][NH2:28].ClCCl>CC(O)CC>[CH3:22][O:21][C:15]1[CH:14]=[C:13]([C@H:12]([OH:23])[C@@H:11]([C:5]2[CH:6]=[CH:7][C:8]([O:9][CH3:10])=[C:3]([O:2][CH3:1])[CH:4]=2)[NH:28][CH2:27][CH:26]([O:29][CH3:30])[O:25][CH3:24])[CH:18]=[CH:17][C:16]=1[O:19][CH3:20]. Starting materials: COC=1C=C(C=CC1OC)C1C(C2=CC(=C(C=C2)OC)OC)O1 (3,3',4,4'-tetramethoxy-stilbene oxide), COC(CN)OC (aminoacetaldehyde dimethyl acetal), ClCCl (dichloromethane). Reported procedure: 57 g (0.17 mol) of 3,3',4,4'-tetramethoxy-stilbene oxide, 120 ml (1.1 mol) of aminoacetaldehyde dimethyl acetal, 1.5 l of dichloromethane, 80 ml of 2-butanol. Run in CC(CC)O (2-butanol). Starting materials: ClC1=CC2=NC=CN=C2C(=N1)NCCC(=O)OC (methyl 3-(7-chloropyrido[4,3-b]pyrazin-5-ylamino)propanoate), O[Li].O (LiOH.H2O). Run in CO.O (MeOH H2O). Product: ClC1=CC2=NC=CN=C2C(=N1)NCCC(=O)O (3-(7-chloropyrido[4,3-b]pyrazin-5-ylamino)propanoic acid). RXN SMILES: [Cl:1][C:2]1[N:11]=[C:10]([NH:12][CH2:13][CH2:14][C:15]([O:17]C)=[O:16])[C:9]2[C:4](=[N:5][CH:6]=[CH:7][N:8]=2)[CH:3]=1.O[Li].O>CO.O>[Cl:1][C:2]1[N:11]=[C:10]([NH:12][CH2:13][CH2:14][C:15]([OH:17])=[O:16])[C:9]2[C:4](=[N:5][CH:6]=[CH:7][N:8]=2)[CH:3]=1 |f:1.2,3.4|. Reported procedure: A solution of methyl 3-(7-chloropyrido[4,3-b]pyrazin-5-ylamino)propanoate (545 mg, 2.04 mmol) and LiOH.H2O (172 mg, 4.09 mmol) in MeOH/H2O (v. 20:1, 40 mL/2 mL) was stirred at room temperature for 20 hours. The volatiles were removed under reduced pressure, and the residue was acidified with HCl solution (1 N) till pH=2˜3. The precipitates were collected by filtration and dried to afford the title compound. MS (m/z): 253 (M+H)+. The reactants are C([O-])([O-])=O.[K+].[K+] (potassium carbonate), [OH-].[K+] (potassium hydroxide), ClC1=C(C(=O)O)C=CC(=C1)Cl (2,4-dichlorobenzoic acid), NCC(=O)O (glycine), cupric chloride. The solvent is O (water). Conditions: temperature 30 celsius. The product is C(=O)(O)CNC1=C(C(=O)O)C=CC(=C1)Cl (2-carboxymethylamino-4-chlorobenzoic acid). Yield: 87.7%. RXN SMILES: C(=O)([O-])[O-].[K+].[K+].[OH-].[K+].Cl[C:10]1[CH:18]=[C:17]([Cl:19])[CH:16]=[CH:15][C:11]=1[C:12]([OH:14])=[O:13].[NH2:20][CH2:21][C:22]([OH:24])=[O:23]>O>[C:22]([CH2:21][NH:20][C:10]1[CH:18]=[C:17]([Cl:19])[CH:16]=[CH:15][C:11]=1[C:12]([OH:14])=[O:13])([OH:24])=[O:23] |f:0.1.2,3.4|. Procedure details: To a solution of potassium carbonate (50.7 g), potassium hydroxide (47.3 g), 2,4-dichlorobenzoic acid (VI) (70 g) and glycine (VII) (96.3 g) in water (700 ml) was added cupric chloride (0.7 g) and the resulting solution was refluxed for 4 hours. After this reaction solution was cooled to 30° C., the copper salt was removed by filtration and concentrated hydrochloric acid (288 g) was added to the resultant filtrate at temperature of not more than 40° C. Then, the resulting precipitate was collect... Reactants: COC1=CC=C(C=C1)C=1C(=C(N=NC1)NN)C1=CC=NC=C1 (1-(5-(4-methoxyphenyl)-4-(pyridin-4-yl)pyridazin-3-yl)hydrazine), C(=O)(N1C=NC=C1)N1C=NC=C1 (carbonyldiimidazole). Reaction SMILES: [CH3:1][O:2][C:3]1[CH:8]=[CH:7][C:6]([C:9]2[C:10]([C:17]3[CH:22]=[CH:21][N:20]=[CH:19][CH:18]=3)=[C:11]([NH:15][NH2:16])[N:12]=[N:13][CH:14]=2)=[CH:5][CH:4]=1.[C:23](N1C=CN=C1)(N1C=CN=C1)=[O:24]>>[CH3:1][O:2][C:3]1[CH:4]=[CH:5][C:6]([C:9]2[CH:14]=[N:13][N:12]3[C:23](=[O:24])[NH:16][N:15]=[C:11]3[C:10]=2[C:17]2[CH:22]=[CH:21][N:20]=[CH:19][CH:18]=2)=[CH:7][CH:8]=1. Yields the product COC1=CC=C(C=C1)C1=C(C=2N(N=C1)C(NN2)=O)C2=CC=NC=C2 (7-(4-methoxyphenyl)-8-(pyridine-4-yl)-[1,2,4]triazolo[4,3-b]pyridazin-3(2H)-one). Procedure: The title compound was prepared by reacting 1-(5-(4-methoxyphenyl)-4-(pyridin-4-yl)pyridazin-3-yl)hydrazine with carbonyldiimidazole (CDI) by procedures analogous to those described in Example 279F to give 7-(4-methoxyphenyl)-8-(pyridine-4-yl)-[1,2,4]triazolo[4,3-b]pyridazin-3(2H)-one. LC/MS (method A): RT=1.37 min, (M+H)+=320.